This data is from the Open Reaction Database (ORD), a public repository of structured organic reaction records. The task is: describe an organic reaction: reactants, conditions, products, and yield Starting materials: NC=1SC=CN1 (2-amino thiazole), C(C)(C)(C)[N+]#[C-] (tert-butylisonitrile), C(C1=CC=CC=C1)=O (benzaldehyde), C(C)(=O)Cl (acetyl chloride). Solvent: Cl(=O)(=O)(=O)O (perchloric acid). The product is C(C)(C)(C)N(C(C)=O)C1=C(N=C2SC=CN21)C2=CC=CC=C2 (N-tert-Butyl-N-(6-phenyl-imidazo[2,1-b]thiazol-5-yl)-acetamide). Reaction SMILES: [NH2:1][C:2]1[S:3][CH:4]=[CH:5][N:6]=1.[C:7]([N+:11]#[C-:12])([CH3:10])([CH3:9])[CH3:8].[CH:13](=O)[C:14]1[CH:19]=[CH:18][CH:17]=[CH:16][CH:15]=1.[C:21](Cl)(=[O:23])[CH3:22]>Cl(O)(=O)(=O)=O>[C:7]([N:11]([C:12]1[N:6]2[C:2]([S:3][CH:4]=[CH:5]2)=[N:1][C:13]=1[C:14]1[CH:19]=[CH:18][CH:17]=[CH:16][CH:15]=1)[C:21](=[O:23])[CH3:22])([CH3:10])([CH3:9])[CH3:8]. Procedure details: Compound 40 was prepared in accordance with the general synthesis instructions from 1.0 ml (0.1 mmol) 2-amino thiazole solution (0.1 M, MC), 0.575 ml (0.115 mmol) tert-butylisonitrile solution (0.2 M, MC), 0.500 ml (0.15 mmol) benzaldehyde solution (0.3 M, MC) and 10 μl perchloric acid (w=20%) and by reaction with acetyl chloride, the excess acetyl chloride being removed in vacuo. The reactants are C(C)(C)(C)OC(=O)N1CCN(CC1)C1=C(C=CC(=C1)S(=O)(=O)C1=CC=CC=C1)Cl (4-(5-Phenylsulfonyl-2-chlorophenyl)piperazine-1-carboxylic acid tert-butyl ester). The solvent is O1CCOCC1 (1,4-dioxane). Reaction conditions: temperature 60 celsius. Yields the product C1(=CC=CC=C1)S(=O)(=O)C=1C=CC(=C(C1)N1CCNCC1)Cl (1-(5-Phenylsulfonyl-2-chlorophenyl)piperazine). As a reaction SMILES: C(OC([N:8]1[CH2:13][CH2:12][N:11]([C:14]2[CH:19]=[C:18]([S:20]([C:23]3[CH:28]=[CH:27][CH:26]=[CH:25][CH:24]=3)(=[O:22])=[O:21])[CH:17]=[CH:16][C:15]=2[Cl:29])[CH2:10][CH2:9]1)=O)(C)(C)C>O1CCOCC1>[C:23]1([S:20]([C:18]2[CH:17]=[CH:16][C:15]([Cl:29])=[C:14]([N:11]3[CH2:10][CH2:9][NH:8][CH2:13][CH2:12]3)[CH:19]=2)(=[O:22])=[O:21])[CH:24]=[CH:25][CH:26]=[CH:27][CH:28]=1. Procedure: 4-(5-Phenylsulfonyl-2-chlorophenyl)piperazine-1-carboxylic acid tert-butyl ester (D4B) was dissolved in 8 ml of 1,4-dioxane/4 M HCl 1:1. The mixture was heated at 60° C. for 1 h. The solvent was evaporated in vacuo to give the title product as a colourless solid. Reactants: ClC1=C(C#N)C=C(C=C1)C(F)(F)F (2-chloro-5-trifluoromethylbenzonitrile), [OH-].[Na+] (NaOH), C(C)(=O)OCC.CCCCCC (ethyl acetate hexane). The reagents and catalysts are C(C)(=O)O (acetic acid). Solvent: O (water), ice water. The product is ClC1=C(C(=O)O)C=C(C=C1)C(F)(F)F (2-chloro-5-trifluoromethylbenzoic acid). Isolated yield 9.0%. Reaction SMILES: [Cl:1][C:2]1C=[CH:8][C:7]([C:10]([F:13])([F:12])[F:11])=[CH:6][C:3]=1C#N.[OH-].[Na+].[C:16]([O:19]CC)(=[O:18])[CH3:17].CCCCCC>O.C(O)(=O)C>[Cl:1][C:2]1[CH:3]=[CH:6][C:7]([C:10]([F:13])([F:12])[F:11])=[CH:8][C:17]=1[C:16]([OH:19])=[O:18] |f:1.2,3.4|. Procedure: A solution of 570 g (2.77 moles) of 2-chloro-5-trifluoromethylbenzonitrile (1) and 1140 g (28.5 moles) NaOH in 2.3 L water was heated at reflux in a 12 L flask overnight. TLC (silica gel, 20% ethyl acetate-hexane with 1 drop acetic acid/10 ml solution) showed reaction was complete. The solution was cooled, diluted with 3.5 L ice water and extracted with 1 liter ether. The aqueous extract was cooled in an ice bath, acidified to pH 2 with cold 50% H2SO4 and extracted with four 1.3 liter portions o... The reactants are CC(=O)Oc1ccccc1C(=O)Cl, O=C(NCCC1CC1)c1ccc(N2CCNCC2)nn1. Yields the product CC(=O)Oc1ccccc1C(=O)N1CCN(c2ccc(C(=O)NCCC3CC3)nn2)CC1. As a reaction SMILES: [C:1]([CH3:2])(=[O:3])[O:4][c:5]1[c:6]([C:7](=[O:8])[Cl:9])[cH:10][cH:11][cH:12][cH:13]1.[CH:14]1([CH2:17][CH2:18][NH:19][C:20](=[O:21])[c:22]2[n:23][n:24][c:25]([N:28]3[CH2:29][CH2:30][NH:31][CH2:32][CH2:33]3)[cH:26][cH:27]2)[CH2:15][CH2:16]1>>[C:1]([CH3:2])(=[O:3])[O:4][c:5]1[c:6]([C:7](=[O:8])[N:31]2[CH2:30][CH2:29][N:28]([c:25]3[n:24][n:23][c:22]([C:20]([NH:19][CH2:18][CH2:17][CH:14]4[CH2:15][CH2:16]4)=[O:21])[cH:27][cH:26]3)[CH2:33][CH2:32]2)[cH:10][cH:11][cH:12][cH:13]1. The reactants are C(C(=O)O)(=O)O.C1(=CC=CC=C1)C(N1CC(C1)OC1=CC(=CC=C1)Cl)C1=CC=CC=C1 (1-(diphenylmethyl)-3-(3-chlorophenoxy)azetidine ethanedioate), C([O-])([O-])=O.[K+].[K+] (potassium carbonate), C1(=CC=CC=C1)C (toluene), C(=O)(Cl)Cl (phosgene), C([O-])([O-])=O.[K+].[K+] (potassium carbonate), ice water. The solvent is O (water), C(Cl)Cl (methylene chloride). Product: ClC=1C=C(OC2CN(C2)C(=O)Cl)C=CC1 (3-(3-Chlorophenoxy)-1-azetidinecarbonyl chloride). Yield: 146.7%. Reaction SMILES: C(O)(=O)C(O)=O.C1(C(C2C=CC=CC=2)[N:14]2[CH2:17][CH:16]([O:18][C:19]3[CH:24]=[CH:23][CH:22]=[C:21]([Cl:25])[CH:20]=3)[CH2:15]2)C=CC=CC=1.C(=O)([O-])[O-].[K+].[K+].C1(C)C=CC=CC=1.[C:45]([Cl:48])(Cl)=[O:46]>O.C(Cl)Cl>[Cl:25][C:21]1[CH:20]=[C:19]([CH:24]=[CH:23][CH:22]=1)[O:18][CH:16]1[CH2:17][N:14]([C:45]([Cl:48])=[O:46])[CH2:15]1 |f:0.1,2.3.4|. Procedure: A slurry of 15.9 g (0.036 mole) of 1-(diphenylmethyl)-3-(3-chlorophenoxy)azetidine ethanedioate in 200 ml of water was treated with 10 g of potassium carbonate and 500 ml of toluene. This mixture was heated while stirring until the emulsion which had formed cleared and formed two clear phases. The toluene phase was separated, washed with hot water and concentrated in vacuo. The residue was dissolved in 50 ml of methlene chloride and added dropwise to a stirred mixture of 4 g (0.04 mole) of phosg... As a reaction SMILES: Cl[CH2:2][CH:3]([OH:18])[CH2:4][N:5]1[CH2:10][CH2:9][CH:8]([CH2:11][C:12]2[CH:17]=[CH:16][CH:15]=[CH:14][CH:13]=2)[CH2:7][CH2:6]1.[C:19]1(=[O:29])[NH:23][C:22](=[O:24])[C:21]2=[CH:25][CH:26]=[CH:27][CH:28]=[C:20]12.[K]>>[CH2:11]([CH:8]1[CH2:9][CH2:10][N:5]([CH2:4][CH:3]([OH:18])[CH2:2][N:23]2[C:19](=[O:29])[C:20]3[C:21](=[CH:25][CH:26]=[CH:27][CH:28]=3)[C:22]2=[O:24])[CH2:6][CH2:7]1)[C:12]1[CH:17]=[CH:16][CH:15]=[CH:14][CH:13]=1 |f:1.2,^1:29|. Reported procedure: Treatment of 1-chloro-3-(4-benzylpiperidin-1-yl)propan-2-ol with potassium phthalimide, following the procedure described in Example 12, Step 2, gave 2-[3-(4-benzylpiperidin-1-yl)-2-hydroxypropyl]isoindole-1,3-dione (32.44 g, 86%) as a white solid: Isolated yield 86.0%. Reactants: ClCC(CN1CCC(CC1)CC1=CC=CC=C1)O (1-chloro-3-(4-benzylpiperidin-1-yl)propan-2-ol), C1(C=2C(C(N1)=O)=CC=CC2)=O.[K] (potassium phthalimide). The product is C(C1=CC=CC=C1)C1CCN(CC1)CC(CN1C(C2=CC=CC=C2C1=O)=O)O (2-[3-(4-benzylpiperidin-1-yl)-2-hydroxypropyl]isoindole-1,3-dione). The reactants are OCCc1ccc(Br)cc1, [Cu]I, [I-], NCCN, N, [Na+], C1COCCO1, O. The product is OCCc1ccc(I)cc1. As a reaction SMILES: [Br:1][c:2]1[cH:3][cH:4][c:5]([CH2:8][CH2:9][OH:10])[cH:6][cH:7]1.[Cu:18][I:19].[I-:12].[NH2:13][CH2:14][CH2:15][NH2:16].[NH3:17].[Na+:11].[O:21]1[CH2:22][CH2:23][O:24][CH2:25][CH2:26]1.[OH2:20]>>[c:2]1([I:12])[cH:3][cH:4][c:5]([CH2:8][CH2:9][OH:10])[cH:6][cH:7]1. Isolated yield 78.3%. Reported procedure: A solution of 6-diethylamino-4-methyl-pyridine-2-carbaldehyde (427 mg, 2.22 mmol) and hydroxylamine hydrochloride (232 mg, 3.33 mmol) in NMP (10 mL) is stirred at 80° C. for 3 h, then at 90° C. for 10 h under microwave irradiation. The solution is cooled to 0° C. before pyridine (1.10 g, 11.3 mmol) and trifluoromethane sulfonic anhydride (3.15 g, 11.2 mmol) is added. The mixture is warmed to rt and stirred for 18 h before it is diluted with DCM (100 mL) and washed with 10% aq. citric acid soluti... Reaction SMILES: [CH2:1]([N:3]([CH2:13][CH3:14])[C:4]1[N:9]=[C:8]([CH:10]=O)[CH:7]=[C:6]([CH3:12])[CH:5]=1)[CH3:2].Cl.NO.[N:18]1C=CC=CC=1.FC(F)(F)S(OS(C(F)(F)F)(=O)=O)(=O)=O>CN1C(=O)CCC1.C(Cl)Cl>[CH2:1]([N:3]([CH2:13][CH3:14])[C:4]1[N:9]=[C:8]([C:10]#[N:18])[CH:7]=[C:6]([CH3:12])[CH:5]=1)[CH3:2] |f:1.2|. Run at time 18 hour. Run in CN1CCCC1=O (NMP), C(Cl)Cl (DCM). The product is C(C)N(C1=CC(=CC(=N1)C#N)C)CC (6-diethylamino-4-methyl-pyridine-2-carbonitrile). The reactants are N1=CC=CC=C1 (pyridine), FC(S(=O)(=O)OS(=O)(=O)C(F)(F)F)(F)F (trifluoromethane sulfonic anhydride), C(C)N(C1=CC(=CC(=N1)C=O)C)CC (6-diethylamino-4-methyl-pyridine-2-carbaldehyde), Cl.NO (hydroxylamine hydrochloride). Starting materials: C (Darco), ClC=1C=C(C=C(C1C)Cl)B1OC(C(O1)(C)C)(C)C (2-(3,5-dichloro-4-methyl-phenyl)-4,4,5,5-tetramethyl-[1,3,2]dioxaborolane), crude product, BrC1=CC=C(C=C1)F (p-bromofluorobenzene), C([O-])([O-])=O.[K+].[K+] (potassium carbonate). Reagents/catalysts: CC(=O)[O-].CC(=O)[O-].[Pd+2] (Pd(OAc)2), C1(=CC=CC=C1)P(C1=CC=CC=C1)C1=CC=CC=C1 (triphenylphosphine). Run in C(C)(C)O (isopropanol), C(C)O (ethanol), O (water), O (water). The product is ClC=1C=C(C=C(C1C)Cl)C1=CC=C(C=C1)F (3,5-dichloro-4′-fluoro-4-methyl-biphenyl). Yield: 85.9%. RXN SMILES: [Cl:1][C:2]1[CH:3]=[C:4](B2OC(C)(C)C(C)(C)O2)[CH:5]=[C:6]([Cl:9])[C:7]=1[CH3:8].Br[C:20]1[CH:25]=[CH:24][C:23]([F:26])=[CH:22][CH:21]=1.C(=O)([O-])[O-].[K+].[K+].C>C(O)(C)C.O.C(O)C.CC([O-])=O.CC([O-])=O.[Pd+2].C1(P(C2C=CC=CC=2)C2C=CC=CC=2)C=CC=CC=1>[Cl:9][C:6]1[CH:5]=[C:4]([C:20]2[CH:25]=[CH:24][C:23]([F:26])=[CH:22][CH:21]=2)[CH:3]=[C:2]([Cl:1])[C:7]=1[CH3:8] |f:2.3.4,9.10.11|. Procedure: Alternate Step 2) Stir a slurry of 2-(3,5-dichloro-4-methyl-phenyl)-4,4,5,5-tetramethyl-[1,3,2]dioxaborolane (300 g, 1.05 moles) in 2 L of isopropanol under a blanket of nitrogen. Add p-bromofluorobenzene 61619 (150 mL; 1.36 moles) followed by an aqueous solution of potassium carbonate (160.5 g; 1.15 moles) in 300 mL water. Rinse the addition funnel with 400 mL isopropanol. Add triphenylphosphine (12.3 g; 46.89 mmoles) and Pd(OAc)2 (2.35 g; 10.47 mmoles) and heat the mixture at 75° C. for 8 h. A...